From a dataset of the Open Reaction Database (ORD), a public repository of structured organic reaction records. describe an organic reaction: reactants, conditions, products, and yield Starting materials: N[C@@H]1CC[C@H](CC1)CC(=O)N[C@@H]1B(OC2=C(C1)C=CC=C2C(=O)O)O ((R)-3-(2-(trans-4-aminocyclohexyl)acetamido)-2-hydroxy-3,4-dihydro-2H-benzo[e][1,2]oxaborinine-8-carboxylic acid), O=CCNC(OC(C)(C)C)=O (tert-butyl 2-oxoethylcarbamate). Reagents/catalysts: [Pd] (Pd/C). The solvent is CO (MeOH). Run at time 8 hour. Product: C(C)(C)(C)OC(=O)NCCN[C@@H]1CC[C@H](CC1)CC(=O)N[C@@H]1B(OC2=C(C1)C=CC=C2C(=O)O)O ((R)-3-(2-(trans-4-(2-(tert-butoxycarbonylamino)ethylamino)cyclohexyl)acetamido)-2-hydroxy-3,4-dihydro-2H-benzo[e][1,2]oxaborinine-8-carboxylic acid). RXN SMILES: [NH2:1][C@H:2]1[CH2:7][CH2:6][C@H:5]([CH2:8][C:9]([NH:11][C@H:12]2[CH2:17][C:16]3[CH:18]=[CH:19][CH:20]=[C:21]([C:22]([OH:24])=[O:23])[C:15]=3[O:14][B:13]2[OH:25])=[O:10])[CH2:4][CH2:3]1.O=[CH:27][CH2:28][NH:29][C:30](=[O:36])[O:31][C:32]([CH3:35])([CH3:34])[CH3:33]>CO.[Pd]>[C:32]([O:31][C:30]([NH:29][CH2:28][CH2:27][NH:1][C@H:2]1[CH2:7][CH2:6][C@H:5]([CH2:8][C:9]([NH:11][C@H:12]2[CH2:17][C:16]3[CH:18]=[CH:19][CH:20]=[C:21]([C:22]([OH:24])=[O:23])[C:15]=3[O:14][B:13]2[OH:25])=[O:10])[CH2:4][CH2:3]1)=[O:36])([CH3:35])([CH3:34])[CH3:33]. Procedure: To (R)-3-(2-(trans-4-aminocyclohexyl)acetamido)-2-hydroxy-3,4-dihydro-2H-benzo[e][1,2]oxaborinine-8-carboxylic acid (Example 6, 15 mg) in MeOH (2 mL) was added tert-butyl 2-oxoethylcarbamate (20 mg). Pd/C (10% by weight, 10 mg) was added and the reaction mixture was stirred under H2 balloon overnight. The reaction mixture was filtrated and the solvent was then removed under reduced pressure and the residue was carried on to the next step without further purification. ESI-MS m/z 490.1 (MH)+. Reactants: O=C([O-])C(O)C(O)C(=O)[O-], CC(C)C[Al+]CC(C)C, COC(=O)Cc1ccc(OC)cc1, Cc1ccccc1, [H-], [K+], [Na+]. The product is COc1ccc(CC=O)cc1. As a reaction SMILES: [C:24]([CH:25]([CH:26]([C:27]([O-:28])=[O:29])[OH:30])[OH:31])([O-:32])=[O:33].[CH2:15]([Al+:16][CH2:17][CH:18]([CH3:19])[CH3:20])[CH:21]([CH3:22])[CH3:23].[CH3:1][O:2][c:3]1[cH:4][cH:5][c:6]([CH2:9][C:10](=[O:11])[O:12][CH3:13])[cH:7][cH:8]1.[CH3:36][c:37]1[cH:38][cH:39][cH:40][cH:41][cH:42]1.[H-:14].[K+:34].[Na+:35]>>[CH3:1][O:2][c:3]1[cH:4][cH:5][c:6]([CH2:9][CH:10]=[O:11])[cH:7][cH:8]1. The solvent is C1(=CC=CC=C1)C (toluene), C(C)O (ethanol), C1(=CC=CC=C1)C (toluene), C(C)O (ethanol), C(C)#N (acetonitrile), C(C)(=O)OCC (ethyl acetate). RXN SMILES: [C:1]1([CH2:7][C:8](Cl)=[O:9])[CH:6]=[CH:5][CH:4]=[CH:3][CH:2]=1.[S-:11][C:12]#[N:13].[K+].C(=O)([O-])O.[Na+].[NH2:20][C:21]1[CH:46]=[CH:45][C:24]([O:25][C:26]2[N:31]=[CH:30][N:29]=[C:28]([NH:32][C:33](=[O:44])[N:34]([CH2:36][CH2:37][CH2:38][N:39]([CH2:42]C)[CH2:40]C)[CH3:35])[CH:27]=2)=[C:23]([F:47])[CH:22]=1>C(#N)C.C1(C)C=CC=CC=1.C(O)C.C(OCC)(=O)C>[CH3:40][N:39]([CH3:42])[CH2:38][CH2:37][CH2:36][N:34]([CH3:35])[C:33]([NH:32][C:28]1[CH:27]=[C:26]([O:25][C:24]2[CH:45]=[CH:46][C:21]([NH:20][C:12]([NH:13][C:8](=[O:9])[CH2:7][C:1]3[CH:6]=[CH:5][CH:4]=[CH:3][CH:2]=3)=[S:11])=[CH:22][C:23]=2[F:47])[N:31]=[CH:30][N:29]=1)=[O:44] |f:1.2,3.4|. The yield is 12.5%. Conditions: time 2 hour. Reactants: NC1=CC(=C(OC2=CC(=NC=N2)NC(N(C)CCCN(CC)CC)=O)C=C1)F (3-[6-(4-amino-2-fluorophenoxy)pyrimidin-4-yl]-1-(3-diethylaminopropyl)-1-methylurea), C1(=CC=CC=C1)CC(=O)Cl (2-Phenylacetyl chloride), C(O)([O-])=O.[Na+] (sodium hydrogencarbonate), [S-]C#N.[K+] (potassium thiocyanate). Procedure details: 2-Phenylacetyl chloride (0.032 ml) was dissolved in acetonitrile (3 ml) under a nitrogen atmosphere, and then potassium thiocyanate (46.6 mg) was added thereto at 60° C., followed by stirring at the same temperature for 2 hrs. The reaction mixture was cooled down to room temperature, and then ethyl acetate and a saturated aqueous solution of sodium hydrogencarbonate were added thereto, followed by stirring for 30 min. The organic layer was separated, washed with a saturated aqueous solution of s... Yields the product CN(CCCN(C(=O)NC1=NC=NC(=C1)OC1=C(C=C(C=C1)NC(=S)NC(CC1=CC=CC=C1)=O)F)C)C (1-(3-Dimethylaminopropyl)-3-{6-[2-fluoro-4-(3-phenylacetylthioureido)phenoxy]pyrimidin-4-yl}-1-methylurea). The reactants are CC([O-])=S, CC(O)=S, CO, ClCCl, [K+], O=C(CBr)c1ccc2c(c1)CCN2S(=O)(=O)c1ccccc1. Product: CC(=O)SCC(=O)c1ccc2c(c1)CCN2S(=O)(=O)c1ccccc1. As a reaction SMILES: [C:23]([CH3:24])(=[S:25])[O-:26].[C:31]([OH:32])(=[S:33])[CH3:34].[CH3:35][OH:36].[Cl:28][CH2:29][Cl:30].[K+:27].[c:1]1([S:7](=[O:8])(=[O:9])[N:10]2[CH2:11][CH2:12][c:13]3[cH:14][c:15]([C:19]([CH2:20][Br:21])=[O:22])[cH:16][cH:17][c:18]32)[cH:2][cH:3][cH:4][cH:5][cH:6]1>>[c:1]1([S:7](=[O:8])(=[O:9])[N:10]2[CH2:11][CH2:12][c:13]3[cH:14][c:15]([C:19]([CH2:20][S:25][C:23]([CH3:24])=[O:26])=[O:22])[cH:16][cH:17][c:18]32)[cH:2][cH:3][cH:4][cH:5][cH:6]1. Reactants: C(#N)CC1(CN(C1)C=1C=CC(=NC1)C(=O)N[C@@H](C)C1CC1)N1N=CC(=C1)C1=C2C(=NC=C1)N(C=C2)COCC[Si](C)(C)C (5-{3-(Cyanomethyl)-3-[4-(1-{[2-(trimethylsilyl)ethoxy]methyl}-1H-pyrrolo[2,3-b]pyridin-4-yl)-1H-pyrazol-1-yl]azetidin-1-yl}-N-[(1S)-1-cyclopropylethyl]pyridine-2-carboxamide), C(=O)(C(F)(F)F)O (TFA). Conditions: time 2 hour. The product is C(#N)CC1(CN(C1)C=1C=CC(=NC1)C(=O)N[C@@H](C)C1CC1)N1N=CC(=C1)C1=C2C(=NC=C1)NC=C2 (5-{3-(cyanomethyl)-3-[4-(1H-pyrrolo[2,3-b]pyridin-4-yl)-1H-pyrazol-1-yl]azetidin-1-yl}-N-[(1S)-1-cyclopropylethyl]pyridine-2-carboxamide). RXN SMILES: [C:1]([CH2:3][C:4]1([N:22]2[CH:26]=[C:25]([C:27]3[CH:32]=[CH:31][N:30]=[C:29]4[N:33](COCC[Si](C)(C)C)[CH:34]=[CH:35][C:28]=34)[CH:24]=[N:23]2)[CH2:7][N:6]([C:8]2[CH:9]=[CH:10][C:11]([C:14]([NH:16][C@H:17]([CH:19]3[CH2:21][CH2:20]3)[CH3:18])=[O:15])=[N:12][CH:13]=2)[CH2:5]1)#[N:2].C(O)(C(F)(F)F)=O>>[C:1]([CH2:3][C:4]1([N:22]2[CH:26]=[C:25]([C:27]3[CH:32]=[CH:31][N:30]=[C:29]4[NH:33][CH:34]=[CH:35][C:28]=34)[CH:24]=[N:23]2)[CH2:5][N:6]([C:8]2[CH:9]=[CH:10][C:11]([C:14]([NH:16][C@H:17]([CH:19]3[CH2:20][CH2:21]3)[CH3:18])=[O:15])=[N:12][CH:13]=2)[CH2:7]1)#[N:2]. Procedure details: 5-{3-(Cyanomethyl)-3-[4-(1-{[2-(trimethylsilyl)ethoxy]methyl}-1H-pyrrolo[2,3-b]pyridin-4-yl)-1H-pyrazol-1-yl]azetidin-1-yl}-N-[(1S)-1-cyclopropylethyl]pyridine-2-carboxamide (0.350 g, 0.75 mmol) was dissolved in dichloromethylene (3 mL). To the solution was added TFA (1.5 mL). The mixture was stirred at room temperature for 2 hours. The volatiles were evaporated under reduced pressure. The residue was dissolved in methanol (5 mL), and ethylenediamine (1.0 mL) was added. The mixture was stirred a... The reactants are COc1cccc(N2CCNCC2)c1, ClCCl, COC(=O)C=Cc1cccc(F)c1N=C=Nc1cc(C(F)(F)F)ccc1OC. Yields the product COC(=O)CC1c2cccc(F)c2N=C(N2CCN(c3cccc(OC)c3)CC2)N1c1cc(C(F)(F)F)ccc1OC. RXN SMILES: [CH3:29][O:30][c:31]1[cH:32][c:33]([N:37]2[CH2:38][CH2:39][NH:40][CH2:41][CH2:42]2)[cH:34][cH:35][cH:36]1.[Cl:43][CH2:44][Cl:45].[F:1][c:2]1[c:3]([N:14]=[C:15]=[N:16][c:17]2[c:18]([O:27][CH3:28])[cH:19][cH:20][c:21]([C:23]([F:24])([F:25])[F:26])[cH:22]2)[c:4]([CH:8]=[CH:9][C:10](=[O:11])[O:12][CH3:13])[cH:5][cH:6][cH:7]1>>[F:1][c:2]1[c:3]2[c:4]([cH:5][cH:6][cH:7]1)[CH:8]([CH2:9][C:10](=[O:11])[O:12][CH3:13])[N:16]([c:17]1[c:18]([O:27][CH3:28])[cH:19][cH:20][c:21]([C:23]([F:24])([F:25])[F:26])[cH:22]1)[C:15]([N:40]1[CH2:39][CH2:38][N:37]([c:33]3[cH:32][c:31]([O:30][CH3:29])[cH:36][cH:35][cH:34]3)[CH2:42][CH2:41]1)=[N:14]2.